This data is from the Open Reaction Database (ORD), a public repository of structured organic reaction records. The task is: describe an organic reaction: reactants, conditions, products, and yield Reactants: [Al+3], Cc1cc(C(=O)O)ccc1Br, [Cl-], [Cl-], [Cl-], Cl, CN(C)C=O, O=S(Cl)Cl, c1ccccc1. Product: Cc1cc(C(=O)c2ccccc2)ccc1Br. RXN SMILES: [Al+3:25].[Br:1][c:2]1[c:3]([CH3:11])[cH:4][c:5]([C:6](=[O:7])[OH:8])[cH:9][cH:10]1.[Cl-:22].[Cl-:23].[Cl-:24].[ClH:26].[O:27]=[CH:28][N:29]([CH3:30])[CH3:31].[S:12]([Cl:13])([Cl:14])=[O:15].[cH:16]1[cH:17][cH:18][cH:19][cH:20][cH:21]1>>[Br:1][c:2]1[c:3]([CH3:11])[cH:4][c:5]([C:6](=[O:8])[c:16]2[cH:17][cH:18][cH:19][cH:20][cH:21]2)[cH:9][cH:10]1. Starting materials: C(C)(C)(C)OC(=O)N1CCC(CC1)(F)CNC(=S)NC(=O)OCC1C2=CC=CC=C2C=2C=CC=CC12 (4-[({[(fluoren-9-ylmethoxy)carbonylamino]thioxomethyl}amino)methyl]-4-fluoropiperidinecarboxylic acid tert-butyl ester), N1CCCCC1 (piperidine), O (water). Solvent: CN(C)C=O (DMF). Conditions: time 8 hour. Yields the product C(C)(C)(C)OC(=O)N1CCC(CC1)(F)CNC(=S)N (4-{[(aminothioxomethyl)amino]methyl}-4-fluoropiperidinecarboxylic acid tert-butyl ester). Reaction SMILES: [C:1]([O:5][C:6]([N:8]1[CH2:13][CH2:12][C:11]([CH2:15][NH:16][C:17]([NH:19]C(OCC2C3C=CC=CC=3C3C2=CC=CC=3)=O)=[S:18])([F:14])[CH2:10][CH2:9]1)=[O:7])([CH3:4])([CH3:3])[CH3:2].N1CCCCC1.O>CN(C=O)C>[C:1]([O:5][C:6]([N:8]1[CH2:13][CH2:12][C:11]([CH2:15][NH:16][C:17]([NH2:19])=[S:18])([F:14])[CH2:10][CH2:9]1)=[O:7])([CH3:4])([CH3:2])[CH3:3]. Reported procedure: After dissolving 4-[({[(fluoren-9-ylmethoxy)carbonylamino]thioxomethyl}amino)methyl]-4-fluoropiperidinecarboxylic acid tert-butyl ester (1896 mg, 3.69 mmol) in DMF (15 ml), piperidine (1.8 ml, 18.5 mmol) was added and the mixture was stirred at room temperature overnight. After completion of the reaction, water (100 ml) was added and extraction was performed with ethyl acetate (100 ml×3 times). The extracted organic layer was washed with water (300 ml×2 times) and then with saturated brine; drie... The reactants are C1CCOC1, CCOC(=O)CC(=O)Nc1cc(-c2ccc(F)cc2)on1, [Na+], [OH-], O. Product: O=C(O)CC(=O)Nc1cc(-c2ccc(F)cc2)on1. RXN SMILES: [CH2:24]1[O:25][CH2:26][CH2:27][CH2:28]1.[CH2:3]([CH3:4])[O:5][C:6]([CH2:7][C:8](=[O:9])[NH:10][c:11]1[n:12][o:13][c:14](-[c:16]2[cH:17][cH:18][c:19]([F:22])[cH:20][cH:21]2)[cH:15]1)=[O:23].[Na+:2].[OH-:1].[OH2:29]>>[O:5]=[C:6]([CH2:7][C:8](=[O:9])[NH:10][c:11]1[n:12][o:13][c:14](-[c:16]2[cH:17][cH:18][c:19]([F:22])[cH:20][cH:21]2)[cH:15]1)[OH:23]. Starting materials: 3, C(C)(C)(C)OC(=O)N1C[C@H]2COC(=CN2CC1)C1=C(C(=C(C=C1)F)C#N)C ((S)-3-(3-Cyano-4-fluoro-2-methyl-phenyl)-6,7,9,9a-tetrahydro-1H-pyrazino[2,1-c][1,4]oxazine-8-carboxylic acid tert-butyl ester). Reagents/catalysts: [Pd].C(=O)([O-])[O-].[Ca+2] (Pd CaCO3). Run in CO (MeOH). Reaction conditions: temperature 40 celsius, time 38 hour. Yields the product C(C)(C)(C)OC(=O)N1C[C@H]2CO[C@H](CN2CC1)C1=C(C(=C(C=C1)F)C#N)C ((3S,9aS)-3-(3-Cyano-4-fluoro-2-methyl-phenyl)-hexahydro-pyrazino[2,1-c][1,4]oxazine-8-carboxylic acid tert-butyl ester). As a reaction SMILES: [C:1]([O:5][C:6]([N:8]1[CH2:17][CH2:16][N:15]2[C@H:10]([CH2:11][O:12][C:13]([C:18]3[CH:23]=[CH:22][C:21]([F:24])=[C:20]([C:25]#[N:26])[C:19]=3[CH3:27])=[CH:14]2)[CH2:9]1)=[O:7])([CH3:4])([CH3:3])[CH3:2]>[Pd].C([O-])([O-])=O.[Ca+2].CO>[C:1]([O:5][C:6]([N:8]1[CH2:17][CH2:16][N:15]2[C@H:10]([CH2:11][O:12][C@@H:13]([C:18]3[CH:23]=[CH:22][C:21]([F:24])=[C:20]([C:25]#[N:26])[C:19]=3[CH3:27])[CH2:14]2)[CH2:9]1)=[O:7])([CH3:4])([CH3:3])[CH3:2] |f:1.2.3|. Procedure: To a 1 L 3 neck RB was charged 5% Pd/CaCO3 (10.0 g., 4.02 mmol), MeOH (405 mL), and (S)-3-(3-Cyano-4-fluoro-2-methyl-phenyl)-6,7,9,9a-tetrahydro-1H-pyrazino[2,1-c][1,4]oxazine-8-carboxylic acid tert-butyl ester (15.0 g., 40.2 mmol). The solution was sparged with N2 for 5 min, then put under an atmosphere of hydrogen with balloon pressure and warmed to 40° C. with stirring. After 38 h, HPLC shows full conversion of the olefin, with a 5:1 cis:trans ratio of diastereomers. The suspension was cooled... Product: C(=C)O.C(=C)OCCCC (vinyl alcohol n-butyl vinyl ether). Yield: 381.4%. Reactants: C(C)(=O)OC=C (vinyl acetate), C(=C)OCCCC (n-butyl vinyl ether), 2,2'-azobis-2,4-dimethylvaleronitrile, N#N (N2), [OH-].[Na+] (caustic soda). The solvent is CO (methanol), CO (methanol), O (water). Reported procedure: 172.2 g (2.00 moles) of vinyl acetate, 15.1 g (0.15 mole) of n-butyl vinyl ether, 56.2 g of methanol and 0.28 g of 2,2'-azobis-2,4-dimethylvaleronitrile were mixed and polymerized in an atmosphere of N2 at 62° C. for 8 hours. Subsequently, 749.2 g of 5% water-containing methanol and 8.0 g (0.20 mole) of caustic soda were added to the reaction product for saponification at 45° C. for 2 hours. The reaction mixture was milled and filtered to obtain a polymer portion, followed by washing with 5% wat... RXN SMILES: [C:1](OC=C)(=[O:3])[CH3:2].[CH:7]([O:9][CH2:10][CH2:11][CH2:12][CH3:13])=[CH2:8].N#N.[OH-].[Na+]>CO.O>[CH:1]([OH:3])=[CH2:2].[CH:7]([O:9][CH2:10][CH2:11][CH2:12][CH3:13])=[CH2:8] |f:3.4,7.8|. Reactants: O=C([O-])[O-], CS(=O)(=O)OCC1CCOCC1, CN(C)C=O, CCOC(C)=O, COc1nc2c(N)nc(OCCOC(C)C)nc2[nH]1, O=C(O)C(F)(F)F, [K+], [K+]. The product is COc1nc2c(N)nc(OCCOC(C)C)nc2n1CC1CCOCC1. Reaction SMILES: [C:27](=[O:28])([O-:29])[O-:30].[CH3:33][S:34]([O:35][CH2:38][CH:39]1[CH2:40][CH2:41][O:42][CH2:43][CH2:44]1)(=[O:36])=[O:37].[CH3:45][N:46]([CH3:47])[CH:48]=[O:49].[CH3:50][CH2:51][O:52][C:53](=[O:54])[CH3:55].[CH3:8][CH:9]([CH3:10])[O:11][CH2:12][CH2:13][O:14][c:15]1[n:16][c:17]([NH2:26])[c:18]2[n:19][c:20]([O:24][CH3:25])[nH:21][c:22]2[n:23]1.[F:1][C:2]([F:3])([F:4])[C:5]([OH:6])=[O:7].[K+:31].[K+:32]>>[CH3:8][CH:9]([CH3:10])[O:11][CH2:12][CH2:13][O:14][c:15]1[n:16][c:17]([NH2:26])[c:18]2[n:19][c:20]([O:24][CH3:25])[n:21]([CH2:38][CH:39]3[CH2:40][CH2:41][O:42][CH2:43][CH2:44]3)[c:22]2[n:23]1. Starting materials: COC(=O)C(=O)C(Cl)c1ccc(F)cc1, O=Cc1ccc(F)c(F)c1, O=Cc1ccc(F)cc1. The product is COC(=O)C(=O)C(Cl)c1ccc(F)c(F)c1. RXN SMILES: [CH3:1][O:2][C:3]([C:4]([CH:5]([c:6]1[cH:7][cH:8][c:9]([F:12])[cH:10][cH:11]1)[Cl:13])=[O:14])=[O:15].[F:16][c:17]1[cH:18][c:19]([CH:24]=[O:25])[cH:20][cH:21][c:22]1[F:23].[F:26][c:27]1[cH:28][cH:29][c:30]([CH:31]=[O:32])[cH:33][cH:34]1>>[CH3:1][O:2][C:3]([C:4]([CH:5]([c:6]1[cH:7][c:8]([F:16])[c:9]([F:12])[cH:10][cH:11]1)[Cl:13])=[O:14])=[O:15].